From a dataset of the Open Reaction Database (ORD), a public repository of structured organic reaction records. describe an organic reaction: reactants, conditions, products, and yield Reactants: FC=1C=C(C=CC1)C1=C2/C(/C(NC2=CC=C1)=O)=C/C=1NC(=CC1C(=O)O)C (2-[4-(3-fluoro-phenyl)-2-oxo-1,2-dihydro-indol-(3Z)-ylidenemethyl]-5-methyl-1H-pyrrole-3-carboxylic acid), C(CCl)Cl (EDC), C=1C=CC2=C(C1)N=NN2O (HOBt), TEA, (S)-3-fluoro-1-(R)-1-pyrrolidin-2-ylmethyl-pyrrolidine. The solvent is C(Cl)Cl (DCM), CN(C)C=O (DMF). Run at time 20 hour. Product: FC=1C=C(C=CC1)C1=C2/C(/C(NC2=CC=C1)=O)=C/C=1NC(=CC1C(=O)N1[C@H](CCC1)CN1C[C@H](CC1)F)C (4-(3-Fluoro phenyl)-3-[1-{3-[(R)-2-((S)-3-fluoro-pyrrolidin-1-ylmethyl)-pyrrolidine-1-carbonyl]-5-methyl-1H-pyrrol-2-yl}-meth-(Z)-ylidene]-1,3-dihydro-indol-2-one). RXN SMILES: [F:1][C:2]1[CH:3]=[C:4]([C:8]2[CH:16]=[CH:15][CH:14]=[C:13]3[C:9]=2/[C:10](=[CH:18]/[C:19]2[NH:20]C(C)=[CH:22][C:23]=2[C:24](O)=[O:25])/[C:11](=[O:17])[NH:12]3)[CH:5]=[CH:6][CH:7]=1.[CH2:28](Cl)[CH2:29]Cl.[CH:32]1[CH:33]=[CH:34][C:35]2[N:40](O)N=[N:38][C:36]=2C=1>CN(C=O)C.C(Cl)Cl>[F:1][C:2]1[CH:3]=[C:4]([C:8]2[CH:16]=[CH:15][CH:14]=[C:13]3[C:9]=2/[C:10](=[CH:18]/[C:19]2[NH:20][C:28]([CH3:29])=[CH:22][C:23]=2[C:24]([N:40]2[CH2:32][CH2:33][CH2:34][C@@H:35]2[CH2:36][N:38]2[CH2:6][CH2:7][C@H:2]([F:1])[CH2:3]2)=[O:25])/[C:11](=[O:17])[NH:12]3)[CH:5]=[CH:6][CH:7]=1. Procedure: To a solution of 2-[4-(3-fluoro-phenyl)-2-oxo-1,2-dihydro-indol-(3Z)-ylidenemethyl]-5-methyl-1H-pyrrole-3-carboxylic acid (100 mg, 0.28 mmol), EDC (120 mg, 0.63 mmol), HOBt (40 mg, 0.3 mmol) in DMF (4 mL) was added TEA (0.15 mL) and (S)-3-fluoro-1-(R)-1-pyrrolidin-2-ylmethyl-pyrrolidine (95 mg, 0.55 mmol). The mixture was stirred at rt for 20 hours. The reaction was diluted with DCM, washed with water, NaHCO3, dried and concentrated. The residue was purified on a silica gel column to give the ti... Starting materials: O1N=CN=C1 (1,2,4-oxadiazole), O1N=CN=C1 (1,2,4-oxadiazole), N1N=CCC1=O (2-pyrazolin-5-one), N1N=CCC1=O (2-pyrazolin-5-one), O1N=CN=C1 (1,2,4-oxadiazole), [OH-].[K+] (potassium hydroxide), CC1=NC(=NO1)CC(=O)NC1=C(C=C(C=C1Cl)Cl)Cl (2-(5-methyl-1,2,4-oxadiazol-3-yl)-2',4',6'-trichloroacetanilide). The solvent is C(C)O (ethanol). Run at temperature 80 celsius. The product is C(C)(=O)NC1=NN(C(C1)=O)C1=C(C=C(C=C1Cl)Cl)Cl (3-acetamido-1-(2,4,6-trichlorophenyl)-2-pyrazolin-5-one). RXN SMILES: O1C=NC=N1.N1C(=O)CC=N1.[OH-].[K+].[CH3:14][C:15]1[O:19][N:18]=[C:17]([CH2:20][C:21]([NH:23][C:24]2[C:29]([Cl:30])=[CH:28][C:27]([Cl:31])=[CH:26][C:25]=2[Cl:32])=[O:22])[N:16]=1>C(O)C>[C:15]([NH:16][C:17]1[CH2:20][C:21](=[O:22])[N:23]([C:24]2[C:29]([Cl:30])=[CH:28][C:27]([Cl:31])=[CH:26][C:25]=2[Cl:32])[N:18]=1)(=[O:19])[CH3:14] |f:2.3|. Reported procedure: The method of the invention is then used to convert the 1,2,4-oxadiazole to the 2-pyrazolin-5-one. As previously described, the method comprises forming a liquid reaction system of a base catalyst and the 1,2,4-oxadiazole in an organic liquid reaction medium and heating the reaction system to a temperature sufficient to cause the 1,2,4-oxadiazole to be rearranged to the 2-pyrazolin-5-one, e.g., heating a solution of potassium hydroxide and 2-(5-methyl-1,2,4-oxadiazol-3-yl)-2',4',6'-trichloroacet... Reactants: [Cl-].[NH4+] (ammonium chloride), C(C)(C)[Mg]Cl (Isopropylmagnesium chloride), solution, CC1=C(C(N(CO1)C(C=O)(C)C)=O)C1=CC=CC=C1 (2-(2,3-dihydro-6-methyl-4-oxo-5 -phenyl-4H-1,3-oxazin-3-yl)-2-methylpropionaldehyde). The solvent is O1CCCC1 (tetrahydrofuran), O1CCCC1 (tetrahydrofuran). Reaction conditions: time 1 hour. Product: CC1=C(C(N(CO1)C(C)(C(C(C)C)O)C)=O)C1=CC=CC=C1 (2-(2,3-dihydro-6-methyl-4-oxo-5-phenyl-4H-1,3-oxazin-3-yl)-2,4-dimethylpentan-3-ol). As a reaction SMILES: [CH:1]([Mg]Cl)([CH3:3])[CH3:2].[CH3:6][C:7]1[O:12][CH2:11][N:10]([C:13]([CH3:17])([CH3:16])[CH:14]=[O:15])[C:9](=[O:18])[C:8]=1[C:19]1[CH:24]=[CH:23][CH:22]=[CH:21][CH:20]=1.[Cl-].[NH4+]>O1CCCC1>[CH3:6][C:7]1[O:12][CH2:11][N:10]([C:13]([CH3:16])([CH:14]([OH:15])[CH:1]([CH3:3])[CH3:2])[CH3:17])[C:9](=[O:18])[C:8]=1[C:19]1[CH:24]=[CH:23][CH:22]=[CH:21][CH:20]=1 |f:2.3|. Reported procedure: Isopropylmagnesium chloride (5 ml of a 2M solution in tetrahydrofuran) was added during 10 minutes to a stirred solution of 2-(2,3-dihydro-6-methyl-4-oxo-5 -phenyl-4H-1,3-oxazin-3-yl)-2-methylpropionaldehyde (2 g) in tetrahydrofuran at 0° C. under an inert atmosphere. The mixture was allowed to warn to 10° C. over 1 hour, poured onto saturated ammonium chloride solution and extracted (ether). The organic phase was dried (magnesium sulphate) and evaporated to give 2-(2,3-dihydro-6-methyl-4-oxo-5-... Reactants: C[C@]1(C[C@@]2(CO2)CCC1)CN1C=NC2=C1C=C(C=C2)C#N (1-{[(3R,5S)-5-methyl-1-oxaspiro[2.5]oct-5-yl]methyl}-1H-benzimidazole-6-carbonitrile), C(=O)(C(F)(F)F)O (TFA), [OH-].[Na+] (NaOH), C(Cl)Cl (DCM). Solvent: O (water). Run at temperature 18 celsius, time 2.5 hour. Yields the product O[C@@]1(C[C@@](CCC1)(C)CN1C=NC2=C1C=C(C=C2)C#N)CO (1-{[(1S,3S)-3-Hydroxy-3-(hydroxymethyl)-1-methylcyclohexaneyl]methyl}-1H-benzimidazole-6-carbonitrile). RXN SMILES: [CH3:1][C@:2]1([CH2:10][N:11]2[C:15]3[CH:16]=[C:17]([C:20]#[N:21])[CH:18]=[CH:19][C:14]=3[N:13]=[CH:12]2)[CH2:9][CH2:8][CH2:7][C@@:4]2([O:6][CH2:5]2)[CH2:3]1.C(O)(C(F)(F)F)=[O:23].C(Cl)Cl.[OH-].[Na+]>O>[OH:6][C@@:4]1([CH2:5][OH:23])[CH2:7][CH2:8][CH2:9][C@@:2]([CH2:10][N:11]2[C:15]3[CH:16]=[C:17]([C:20]#[N:21])[CH:18]=[CH:19][C:14]=3[N:13]=[CH:12]2)([CH3:1])[CH2:3]1 |f:3.4|. Reported procedure: To a 3 L flask was added 1-{[(3R,5S)-5-methyl-1-oxaspiro[2.5]oct-5-yl]methyl}-1H-benzimidazole-6-carbonitrile (94.7 g, 337 mmol). The material was azeotroped two times with EtOAc to remove any trace amounts of MeOH from the SFC. Next, to the residue was added DMF (731 mL) and water (731 mL). The solution was cooled to ˜18° C. (with an ice water bath). Next, a solution of TFA (51.9 mL, 673 mmol) in water (731 mL) added (pre-cooled to ˜10° C.). The entire solution was then cooled with an ice water...